From a dataset of the Open Reaction Database (ORD), a public repository of structured organic reaction records. describe an organic reaction: reactants, conditions, products, and yield Yields the product NC1=CC=C(C=C1)C1CCC=2N(C1)C=NN2 (6-(4-Aminophenyl)-5,6,7,8-tetrahydro-1,2,4-triazolo[4,3-a]pyridine). As a reaction SMILES: [N+:1]([C:4]1[CH:9]=[CH:8][C:7]([C:10]2[CH:11]=[CH:12][C:13]3[N:14]([CH:16]=[N:17][N:18]=3)[CH:15]=2)=[CH:6][CH:5]=1)([O-])=O>[Pd]>[NH2:1][C:4]1[CH:9]=[CH:8][C:7]([CH:10]2[CH2:15][N:14]3[CH:16]=[N:17][N:18]=[C:13]3[CH2:12][CH2:11]2)=[CH:6][CH:5]=1. Reported procedure: 6-(4-Nitrophenyl)-1,2,4-triazolo[4,3-a]pyridine is hydrogenated in the presence of palladium on carbond to give the product of the Example. The reactants are [N+](=O)([O-])C1=CC=C(C=C1)C=1C=CC=2N(C1)C=NN2 (6-(4-Nitrophenyl)-1,2,4-triazolo[4,3-a]pyridine). The reagents and catalysts are [Pd] (palladium). Conditions: time 15 minute. Reported procedure: 3.8 ml of thionyl chloride and 26 ml of methylene chloride were added at 0° C. under nitrogen to a mixture of 15.3 g of the syn isomer of 2-(2-chloroacetamido-4-thiazolyl)-2-methoxyiminioacetic acid in 80 ml of methylene chloride and after standing at 0° C. for 15 minutes, 7 ml of triethylamine were added thereto. A mixture of 14.4 g of 7-amino-3-acetylthiomethyl-ceph-3-eme-4-carboxylic acid in 100 ml of methylene chloride and 14 ml of triethylamine were added to the mixture at 0° C. under nitro... Yields the product C(C)(=O)SCC=1CS[C@H]2N(C1C(=O)O)C(C2NC(C(=NOC)C=2N=C(SC2)NC(CCl)=O)=O)=O (3-acetylthiomethyl-7-[{2-(2-chloroacetamido-4-thiazolyl)-2-methoxyiminoacetyl}amino]-ceph-3-eme-4-carboxylic acid). Starting materials: S(=O)(Cl)Cl (thionyl chloride), ClCC(=O)NC=1SC=C(N1)C(C(=O)O)=[NH+]OC (2-(2-chloroacetamido-4-thiazolyl)-2-methoxyiminioacetic acid), NC1[C@@H]2N(C(=C(CS2)CSC(C)=O)C(=O)O)C1=O (7-amino-3-acetylthiomethyl-ceph-3-eme-4-carboxylic acid). Solvent: C(Cl)Cl (methylene chloride), C(Cl)Cl (methylene chloride), C(C)N(CC)CC (triethylamine), C(Cl)Cl (methylene chloride), C(C)N(CC)CC (triethylamine). Reaction SMILES: S(Cl)(Cl)=O.[Cl:5][CH2:6][C:7]([NH:9][C:10]1[S:11][CH:12]=[C:13]([C:15](=[NH+:19][O:20][CH3:21])[C:16]([OH:18])=O)[N:14]=1)=[O:8].[NH2:22][CH:23]1[C:38](=[O:39])[N:25]2[C:26]([C:35]([OH:37])=[O:36])=[C:27]([CH2:30][S:31][C:32](=[O:34])[CH3:33])[CH2:28][S:29][C@H:24]12>C(Cl)Cl.C(N(CC)CC)C>[C:32]([S:31][CH2:30][C:27]1[CH2:28][S:29][C@@H:24]2[CH:23]([NH:22][C:16](=[O:18])[C:15]([C:13]3[N:14]=[C:10]([NH:9][C:7](=[O:8])[CH2:6][Cl:5])[S:11][CH:12]=3)=[N:19][O:20][CH3:21])[C:38](=[O:39])[N:25]2[C:26]=1[C:35]([OH:37])=[O:36])(=[O:34])[CH3:33]. The reactants are C1(CC1)C1=NC(=CC2=CC=CC=C12)C(=O)O (1-cyclopropyl-isoquinoline-3-carboxylic acid), FC(C(=O)O)(F)F.C(C1=CC=CC=C1)OC(=O)N1C(CNCC1)(C)C (2,2-dimethyl-piperazine-1-carboxylic acid benzyl ester trifluoroacetate), CN(C)C(=[N+](C)C)ON1C2=C(C=CC=C2)N=N1.[B-](F)(F)(F)F (TBTU), CCN(C(C)C)C(C)C (DIPEA). Solvent: CN(C)C=O (DMF), O (water). Product: C(C1=CC=CC=C1)OC(=O)N1C(C(NCC1)C(=O)C=1N=C(C2=CC=CC=C2C1)C1CC1)(C)C (3-(1-Cyclopropyl-isoquinoline-3-carbonyl)-2,2-dimethyl-piperazine-1-carboxylic acid benzyl ester). As a reaction SMILES: [CH:1]1([C:4]2[C:13]3[C:8](=[CH:9][CH:10]=[CH:11][CH:12]=3)[CH:7]=[C:6]([C:14]([OH:16])=O)[N:5]=2)[CH2:3][CH2:2]1.FC(F)(F)C(O)=O.[CH2:24]([O:31][C:32]([N:34]1[CH2:39][CH2:38][NH:37][CH2:36][C:35]1([CH3:41])[CH3:40])=[O:33])[C:25]1[CH:30]=[CH:29][CH:28]=[CH:27][CH:26]=1.CN(C(ON1N=NC2C=CC=CC1=2)=[N+](C)C)C.[B-](F)(F)(F)F.CCN(C(C)C)C(C)C>CN(C=O)C.O>[CH2:24]([O:31][C:32]([N:34]1[CH2:39][CH2:38][NH:37][CH:36]([C:14]([C:6]2[N:5]=[C:4]([CH:1]3[CH2:2][CH2:3]3)[C:13]3[C:8]([CH:7]=2)=[CH:9][CH:10]=[CH:11][CH:12]=3)=[O:16])[C:35]1([CH3:41])[CH3:40])=[O:33])[C:25]1[CH:26]=[CH:27][CH:28]=[CH:29][CH:30]=1 |f:1.2,3.4|. Reported procedure: 230 mg (1.08 mmol) 1-cyclopropyl-isoquinoline-3-carboxylic acid and 391 mg (1.08 mmol) 2,2-dimethyl-piperazine-1-carboxylic acid benzyl ester trifluoroacetate was stirred with 385 mg (1.20 mmol) TBTU and 640 μL (3.70 mmol) DIPEA in 3 mL DMF at RT for 1 h. The mixture was worked up by adding water, followed by extraction with EtOAc. Then the reaction mixture was washed with saturated aqueous NaHCO3 solution. The combined organic phases were dried over sodium sulfate, filtered and concentrated in ... Reactants: CC(C)(C)OC(=O)NC1Cc2cc(Br)ccc2N(Cc2ccccc2)C1, O=C([O-])[O-], CCO, Cc1ccccc1, N#N, [Na+], [Na+], OB(O)c1ccccc1. Yields the product CC(C)(C)OC(=O)NC1Cc2cc(-c3ccccc3)ccc2N(Cc2ccccc2)C1. Reaction SMILES: [C:1]([CH3:2])([CH3:3])([CH3:4])[O:5][C:6]([NH:7][CH:8]1[CH2:9][N:10]([CH2:19][c:20]2[cH:21][cH:22][cH:23][cH:24][cH:25]2)[c:11]2[cH:12][cH:13][c:14]([Br:18])[cH:15][c:16]2[CH2:17]1)=[O:26].[C:36](=[O:37])([O-:38])[O-:39].[CH3:44][CH2:45][OH:46].[CH3:47][c:48]1[cH:49][cH:50][cH:51][cH:52][cH:53]1.[N:42]#[N:43].[Na+:40].[Na+:41].[OH:27][B:28]([OH:29])[c:30]1[cH:31][cH:32][cH:33][cH:34][cH:35]1>>[C:1]([CH3:2])([CH3:3])([CH3:4])[O:5][C:6]([NH:7][CH:8]1[CH2:9][N:10]([CH2:19][c:20]2[cH:21][cH:22][cH:23][cH:24][cH:25]2)[c:11]2[cH:12][cH:13][c:14](-[c:30]3[cH:31][cH:32][cH:33][cH:34][cH:35]3)[cH:15][c:16]2[CH2:17]1)=[O:26].